describe an organic reaction: reactants, conditions, products, and yield From a dataset of the Open Reaction Database (ORD), a public repository of structured organic reaction records. Procedure: Glucoamylase equivalent to 1 to 5 DU is taken in a test tube and diluted to 0.25 ml with (0.02M) acetate buffer, final pH 4.8. Then 0.25 ml of 0.02M acetate buffer containing acarbose is added to give a final concentration of 50 μg acarbose/DU of glucoamylase and the mixture is incubated at 37° C. for 30 minutes. After the specified time, 0.5 ml maltose (20% concentration) in 0.02M acetate buffer, pH 4.8 is added and the mixture incubated for another 60 minutes at 37° C. Enzymatic reaction is te... Starting materials: C([C@@H]1[C@H]([C@@H]([C@H]([C@H](O1)O[C@@H]2[C@H](O[C@H]([C@@H]([C@H]2O)O)O)CO)O)O)O)O (maltose), C([C@@H]1[C@H]([C@@H]([C@H]([C@H](O1)O[C@@H]2[C@H](O[C@H]([C@@H]([C@H]2O)O)O)CO)O)O)O)O (maltose). Conditions: time 30 minute. The solvent is C(C)(=O)[O-] (acetate). Product: C([C@@H]1[C@H]([C@@H]([C@H]([C@H](O1)OC[C@@H]2[C@H]([C@@H]([C@H]([C@H](O2)O[C@H]([C@@H](CO)O)[C@@H]([C@H](C=O)O)O)O)O)O)O)O)O)O (panose). RXN SMILES: [CH2:1]([OH:23])[C@H:2]1[O:7][C@H:6]([O:8][C@H:9]2[C@H:14]([OH:15])[C@@H:13]([OH:16])[C@H:12]([OH:17])[O:11][C@@H:10]2[CH2:18][OH:19])[C@H:5]([OH:20])[C@@H:4]([OH:21])[C@@H:3]1[OH:22]>C([O-])(=O)C>[CH2:1]([OH:23])[C@H:2]1[O:7][C@H:6]([O:23][CH2:1][C@H:2]2[O:7][C@H:6]([O:8][C@@H:9]([C@H:14]([OH:15])[C@@H:13]([OH:16])[CH:12]=[O:17])[C@H:10]([OH:11])[CH2:18][OH:19])[C@H:5]([OH:20])[C@@H:4]([OH:21])[C@@H:3]2[OH:22])[C@H:5]([OH:20])[C@@H:4]([OH:21])[C@@H:3]1[OH:22]. The reactants are CC(C)(C)[Si](OCCOCCOCCOCCO)(c1ccccc1)c1ccccc1, O=C(C(Cl)(Cl)Cl)C(Cl)(Cl)Cl, ClCCl, c1ccc(P(c2ccccc2)c2ccccc2)cc1. Yields the product CC(C)(C)[Si](OCCOCCOCCOCCCl)(c1ccccc1)c1ccccc1. As a reaction SMILES: [C:1]([CH3:2])([CH3:3])([CH3:4])[Si:5]([O:6][CH2:7][CH2:8][O:9][CH2:10][CH2:11][O:12][CH2:13][CH2:14][O:15][CH2:16][CH2:17][OH:18])([c:19]1[cH:20][cH:21][cH:22][cH:23][cH:24]1)[c:25]1[cH:26][cH:27][cH:28][cH:29][cH:30]1.[Cl:50][C:51]([Cl:52])([Cl:53])[C:54]([C:55]([Cl:56])([Cl:57])[Cl:58])=[O:59].[Cl:60][CH2:61][Cl:62].[c:31]1([P:32]([c:33]2[cH:34][cH:35][cH:36][cH:37][cH:38]2)[c:39]2[cH:40][cH:41][cH:42][cH:43][cH:44]2)[cH:45][cH:46][cH:47][cH:48][cH:49]1>>[C:1]([CH3:2])([CH3:3])([CH3:4])[Si:5]([O:6][CH2:7][CH2:8][O:9][CH2:10][CH2:11][O:12][CH2:13][CH2:14][O:15][CH2:16][CH2:17][Cl:50])([c:19]1[cH:20][cH:21][cH:22][cH:23][cH:24]1)[c:25]1[cH:26][cH:27][cH:28][cH:29][cH:30]1. Starting materials: CCc1nc2c(cnn2CC)c(NC2CCOCC2)c1CNC(=O)c1cccc(C(=O)NCc2ccc(C)c(-c3cccc(C=O)c3)c2)n1, CC(=O)O, ClCCCl, CC(C)(C)OC(=O)N1CCNCC1. Product: CCc1nc2c(cnn2CC)c(NC2CCOCC2)c1CNC(=O)c1cccc(C(=O)NCc2ccc(C)c(-c3cccc(CN4CCN(C(=O)OC(C)(C)C)CC4)c3)c2)n1. As a reaction SMILES: [CH2:1]([CH3:2])[n:3]1[n:4][cH:5][c:6]2[c:7]1[n:8][c:9]([CH2:48][CH3:49])[c:10]([CH2:19][NH:20][C:21](=[O:22])[c:23]1[n:24][c:25]([C:29](=[O:30])[NH:31][CH2:32][c:33]3[cH:34][c:35](-[c:40]4[cH:41][c:42]([CH:46]=[O:47])[cH:43][cH:44][cH:45]4)[c:36]([CH3:39])[cH:37][cH:38]3)[cH:26][cH:27][cH:28]1)[c:11]2[NH:12][CH:13]1[CH2:14][CH2:15][O:16][CH2:17][CH2:18]1.[CH3:63][C:64](=[O:65])[OH:66].[Cl:67][CH2:68][CH2:69][Cl:70].[N:50]1([C:56](=[O:57])[O:58][C:59]([CH3:60])([CH3:61])[CH3:62])[CH2:51][CH2:52][NH:53][CH2:54][CH2:55]1>>[CH2:1]([CH3:2])[n:3]1[n:4][cH:5][c:6]2[c:7]1[n:8][c:9]([CH2:48][CH3:49])[c:10]([CH2:19][NH:20][C:21](=[O:22])[c:23]1[n:24][c:25]([C:29](=[O:30])[NH:31][CH2:32][c:33]3[cH:34][c:35](-[c:40]4[cH:41][c:42]([CH2:46][N:53]5[CH2:52][CH2:51][N:50]([C:56](=[O:57])[O:58][C:59]([CH3:60])([CH3:61])[CH3:62])[CH2:55][CH2:54]5)[cH:43][cH:44][cH:45]4)[c:36]([CH3:39])[cH:37][cH:38]3)[cH:26][cH:27][cH:28]1)[c:11]2[NH:12][CH:13]1[CH2:14][CH2:15][O:16][CH2:17][CH2:18]1. Starting materials: CCN1c2ccccc2C=C(Br)c2ccccc21, CN(C)C=O, N#C[Cu], [NH4+], [OH-]. Product: CCN1c2ccccc2C=C(C#N)c2ccccc21. As a reaction SMILES: [Br:1][C:2]1=[CH:3][c:4]2[c:5]([cH:15][cH:16][cH:17][cH:18]2)[N:6]([CH2:13][CH3:14])[c:7]2[c:8]1[cH:9][cH:10][cH:11][cH:12]2.[CH3:24][N:25]([CH3:26])[CH:27]=[O:28].[Cu:19][C:20]#[N:21].[NH4+:22].[OH-:23]>>[C:2]1([C:20]#[N:21])=[CH:3][c:4]2[c:5]([cH:15][cH:16][cH:17][cH:18]2)[N:6]([CH2:13][CH3:14])[c:7]2[c:8]1[cH:9][cH:10][cH:11][cH:12]2. Starting materials: CC(C)(C)OC(=O)NCCBr, CC(C)=O, [K+], [K+], O=C([O-])[O-], O=[N+]([O-])c1ccc(S)nc1. Product: CC(C)(C)OC(=O)NCCSc1ccc([N+](=O)[O-])cn1. RXN SMILES: [C:11]([CH3:12])([CH3:13])([CH3:14])[O:15][C:16](=[O:17])[NH:18][CH2:19][CH2:20][Br:21].[CH3:28][C:29](=[O:30])[CH3:31].[K+:22].[K+:23].[O-:24][C:25]([O-:26])=[O:27].[SH:1][c:2]1[n:3][cH:4][c:5]([N+:8](=[O:9])[O-:10])[cH:6][cH:7]1>>[S:1]([c:2]1[n:3][cH:4][c:5]([N+:8](=[O:9])[O-:10])[cH:6][cH:7]1)[CH2:20][CH2:19][NH:18][C:16]([O:15][C:11]([CH3:12])([CH3:13])[CH3:14])=[O:17]. Run in CN(C)C=O (DMF). Yields the product COC(C1=CC=C(C=C1)CN1C(=NC2=C1C=C(C(=C2)C)C)C(F)(F)F)=O (4-(5,6-Dimethyl-2-trifluoromethyl-benzoimidazol-1-ylmethyl)benzoic acid methyl ester). The reactants are [H-].[Na+] (Sodium hydride), CC1=CC2=C(NC(=N2)C(F)(F)F)C=C1C (5,6-Dimethyl-2-trifluoromethyl-1H-benzoimidazole), COC(C1=CC=C(C=C1)CBr)=O (4-Bromomethyl benzoic acid methyl ester). Reported procedure: 5,6-Dimethyl-2-trifluoromethyl-1H-benzoimidazole (2.14 g, 0.01 mol) was dissolved in DMF (50 mL). Sodium hydride (60% dispersion in oil, 0.48 g, 0.012 mol) was added and the reaction mixture was stirred at ambient temperature for 0.5 hour under an atmosphere of nitrogen. 4-Bromomethyl benzoic acid methyl ester (2.29 g, 0.01 mol) was then added. The mixture was stirred at 80° C. for 18 hours. Most of the solvent was evaporated. The residue was diluted with water and extracted with ethyl acetate. ... Isolated yield 23.5%. Reaction conditions: time 0.5 hour. As a reaction SMILES: [CH3:1][C:2]1[C:14]([CH3:15])=[CH:13][C:5]2[NH:6][C:7]([C:9]([F:12])([F:11])[F:10])=[N:8][C:4]=2[CH:3]=1.[H-].[Na+].[CH3:18][O:19][C:20](=[O:29])[C:21]1[CH:26]=[CH:25][C:24]([CH2:27]Br)=[CH:23][CH:22]=1>CN(C=O)C>[CH3:18][O:19][C:20](=[O:29])[C:21]1[CH:26]=[CH:25][C:24]([CH2:27][N:8]2[C:4]3[CH:3]=[C:2]([CH3:1])[C:14]([CH3:15])=[CH:13][C:5]=3[N:6]=[C:7]2[C:9]([F:12])([F:10])[F:11])=[CH:23][CH:22]=1 |f:1.2|. Starting materials: N,N-Dicyclohexylcarbodiimide, ClC=1C=C(C(=O)O)C=CC1CC(C)C (3-chloro-4-isobutylbenzoic acid), ONC(C1=CC=C(C=C1)CO)=N (N-hydroxy-4-hydroxymethylbenzamidine), O.ON1N=NC2=C1C=CC=C2 (N-hydroxybenzotriazole monohydrate). Run in CN(C=O)C (N,N-dimethylformamide). Conditions: temperature 122.5 celsius. Product: ClC=1C=C(C=CC1CC(C)C)C1=NC(=NO1)C1=CC=C(C=C1)CO ({4-[5-(3-chloro-4-isobutylphenyl)-[1,2,4]-oxadiazol-3-yl]-phenyl}methanol). RXN SMILES: [Cl:1][C:2]1[CH:3]=[C:4]([CH:8]=[CH:9][C:10]=1[CH2:11][CH:12]([CH3:14])[CH3:13])[C:5]([OH:7])=O.O[NH:16][C:17](=[NH:26])[C:18]1[CH:23]=[CH:22][C:21]([CH2:24][OH:25])=[CH:20][CH:19]=1.O.ON1C2C=CC=CC=2N=N1>CN(C)C=O>[Cl:1][C:2]1[CH:3]=[C:4]([C:5]2[O:7][N:26]=[C:17]([C:18]3[CH:23]=[CH:22][C:21]([CH2:24][OH:25])=[CH:20][CH:19]=3)[N:16]=2)[CH:8]=[CH:9][C:10]=1[CH2:11][CH:12]([CH3:14])[CH3:13] |f:2.3|. Reported procedure: N,N-Dicyclohexylcarbodiimide (1.07 g, 0.0052 mol) is added to a solution of 3-chloro-4-isobutylbenzoic acid (0.74 g, 0.0035 mol), N-hydroxy-4-hydroxymethylbenzamidine (0.867 g, 0.0052 mol) and N-hydroxybenzotriazole monohydrate (0.798 g, 0.0052 mol) in N,N-dimethylformamide (15 mL). The reaction mixture is heated at 120-125° C. for 2 hrs. It is then cooled to 0-5° C., filtered and washed with dichloromethane (2×20 mL). The filtrate is evaporated under reduced pressure and the residue is treated ...